Dataset: the Open Reaction Database (ORD), a public repository of structured organic reaction records. Task: describe an organic reaction: reactants, conditions, products, and yield The reactants are COc1ccc2cc(Br)ccc2c1, [Li]CCCC, C1CCOC1, COc1ccc(C=O)c(F)c1. The product is COc1ccc(C(O)c2ccc3cc(OC)ccc3c2)c(F)c1. Reaction SMILES: [Br:6][c:7]1[cH:8][c:9]2[cH:10][cH:11][c:12]([O:17][CH3:18])[cH:13][c:14]2[cH:15][cH:16]1.[CH2:1]([Li:2])[CH2:3][CH2:4][CH3:5].[CH2:30]1[O:31][CH2:32][CH2:33][CH2:34]1.[F:19][c:20]1[c:21]([CH:22]=[O:23])[cH:24][cH:25][c:26]([O:28][CH3:29])[cH:27]1>>[c:7]1([CH:22]([c:21]2[c:20]([F:19])[cH:27][c:26]([O:28][CH3:29])[cH:25][cH:24]2)[OH:23])[cH:8][c:9]2[cH:10][cH:11][c:12]([O:17][CH3:18])[cH:13][c:14]2[cH:15][cH:16]1. Starting materials: CC(C)OC(=O)N1CCC(NC(=O)OC(C)(C)C)CC1, ClCCl, O=C(O)C(F)(F)F. Yields the product CC(C)OC(=O)N1CCC(N)CC1. As a reaction SMILES: [CH:1]([CH3:2])([CH3:3])[O:4][C:5](=[O:6])[N:7]1[CH2:8][CH2:9][CH:10]([NH:13][C:14]([O:15][C:16]([CH3:17])([CH3:18])[CH3:19])=[O:20])[CH2:11][CH2:12]1.[Cl:28][CH2:29][Cl:30].[F:21][C:22]([F:23])([F:24])[C:25]([OH:26])=[O:27]>>[CH:1]([CH3:2])([CH3:3])[O:4][C:5](=[O:6])[N:7]1[CH2:8][CH2:9][CH:10]([NH2:13])[CH2:11][CH2:12]1.